Dataset: the Open Reaction Database (ORD), a public repository of structured organic reaction records. Task: describe an organic reaction: reactants, conditions, products, and yield Starting materials: CC=1C(=NC=CC1SCCN1CCN(CC1)C(C)=O)CSC1=NC2=C(N1)C=CC=C2 (2-((3-Methyl-4-(2-(4-acetylpiperazin1-yl)ethylthio)-2-pyridyl)methylthio)-1H-benzimidazole), C([O-])([O-])=O.[K+].[K+] (potassium carbonate). The solvent is Cl (hydrochloric acid). Run at temperature 50 celsius, time 2 hour. The product is CC=1C(=NC=CC1SCCN1CCNCC1)CSC1=NC2=C(N1)C=CC=C2 (2-((3-methyl-4-(2-(piperazin1-yl)ethylthio)-2-pyridyl)methylthio)-1H-benzimidazole). Reaction SMILES: [CH3:1][C:2]1[C:3]([CH2:20][S:21][C:22]2[NH:26][C:25]3[CH:27]=[CH:28][CH:29]=[CH:30][C:24]=3[N:23]=2)=[N:4][CH:5]=[CH:6][C:7]=1[S:8][CH2:9][CH2:10][N:11]1[CH2:16][CH2:15][N:14](C(=O)C)[CH2:13][CH2:12]1.C(=O)([O-])[O-].[K+].[K+]>Cl>[CH3:1][C:2]1[C:3]([CH2:20][S:21][C:22]2[NH:23][C:24]3[CH:30]=[CH:29][CH:28]=[CH:27][C:25]=3[N:26]=2)=[N:4][CH:5]=[CH:6][C:7]=1[S:8][CH2:9][CH2:10][N:11]1[CH2:16][CH2:15][NH:14][CH2:13][CH2:12]1 |f:1.2.3|. Reported procedure: 2-((3-Methyl-4-(2-(4-acetylpiperazin1-yl)ethylthio)-2-pyridyl)methylthio)-1H-benzimidazole (38 g) was dissolved in 6N hydrochloric acid and the mixture was stirred at 50° C. for 2 hours. After the completion of the reaction, the mixture was made alkaline with potassium carbonate and extracted with a mixed solvent of chloroform-methanol. The chloroform-methanol layer was dried over anhydrous magnesium sulfate, the solvent was distilled away and the residue was recrystallized from ethanol to give ... Starting materials: COC(C(C#N)=NO)OC (3,3-dimethoxy-2-hydroxyiminopropionitrile), OCCNN (2-hydroxyethylhydrazine), O (water), S(O)(O)(=O)=O (sulfuric acid). Run in CO (methanol). Conditions: temperature 66.5 celsius. Product: S(=O)(=O)(O)O.NC1=C(C=NN1CCO)N=O (5-amino-1-(2-hydroxyethyl)-4-nitrosopyrazole hydrogen sulfate). The yield is 88.1%. RXN SMILES: CO[CH:3](OC)[C:4](=[N:7][OH:8])[C:5]#[N:6].[OH:11][CH2:12][CH2:13][NH:14][NH2:15].O.[S:17](=[O:21])(=[O:20])([OH:19])[OH:18]>CO>[S:17]([OH:21])([OH:20])(=[O:19])=[O:18].[NH2:6][C:5]1[N:14]([CH2:13][CH2:12][OH:11])[N:15]=[CH:3][C:4]=1[N:7]=[O:8] |f:5.6|. Procedure details: To a flask having an inner volume of 25 ml and equipped with a stirring device, a thermometer and a reflux condenser were charged 1.47 g (10.0 mmol) of 3,3-dimethoxy-2-hydroxyiminopropionitrile with a purity of 98.1% by weight synthesized in the same manner as in Example 1, 0.84 g (10.5 mmol) of 2-hydroxyethylhydrazine with a purity of 95% by weight, 0.54 ml of water, 10 ml of methanol and 1.18 g (12.0 mmol) of conc. sulfuric acid, and the mixture was reacted under reflux (66 to 67° C.) for 3 ho...